Task: describe an organic reaction: reactants, conditions, products, and yield. Dataset: the Open Reaction Database (ORD), a public repository of structured organic reaction records The product is FC1=CC=C(C(=O)NC2CN(N(C2)CC)CC)C=C1 (4-Fluoro-N-(1,2-diethyl-4-pyrazolidinyl)benzamide). As a reaction SMILES: C(O)(=O)/C=C\C(O)=O.[CH2:9]([N:11]1[CH2:15][CH:14]([N:16]2C(=O)[C:19]3=[CH:22][CH:23]=[CH:24][CH:25]=[C:18]3[C:17]2=[O:26])[CH2:13][N:12]1[CH2:27][CH3:28])[CH3:10].Cl.[F:30]C1C=CC(C(Cl)=O)=CC=1>>[F:30][C:23]1[CH:22]=[CH:19][C:18]([C:17]([NH:16][CH:14]2[CH2:15][N:11]([CH2:9][CH3:10])[N:12]([CH2:27][CH3:28])[CH2:13]2)=[O:26])=[CH:25][CH:24]=1 |f:0.1|. Procedure: A solution of 10 g. (0.026 mole) of 1,2-diethyl-4-phthalimidopyrazolidine maleate in 25 ml. of 6 N hydrochloric acid was refluxed two hours, the resulting mixture was cooled and filtered. The filter cake was washed with water which was combined with the acidic solution. The acidic solution was made basic with dilute sodium hydroxide and cooled with ice. To the resulting solution was added 8.2 g. (0.052 mole) of p-fluorobenzoyl chloride and the mixture shaken for 10 minutes. The resulting mixture... The reactants are C(\C=C/C(=O)O)(=O)O.C(C)N1N(CC(C1)N1C(C=2C(C1=O)=CC=CC2)=O)CC (1,2-diethyl-4-phthalimidopyrazolidine maleate), Cl (hydrochloric acid), FC1=CC=C(C(=O)Cl)C=C1 (p-fluorobenzoyl chloride). The reactants are BrCCCCl (1-bromo-3-chloropropane), N1CCOCC1 (morpholine), Cl (hydrochloric acid), [OH-].[Na+] (NaOH), [OH-].[Na+] (NaOH). Solvent: C(C)#N (acetonitrile), O (water). Conditions: time 1 hour. Yields the product Cl.ClCCCN1CCOCC1 (N-(3-chloropropyl) morpholine hydrochloride). Yield: 60.8%. RXN SMILES: Br[CH2:2][CH2:3][CH2:4][Cl:5].[NH:6]1[CH2:11][CH2:10][O:9][CH2:8][CH2:7]1.[OH-].[Na+].Cl>O.C(#N)C>[ClH:5].[Cl:5][CH2:4][CH2:3][CH2:2][N:6]1[CH2:11][CH2:10][O:9][CH2:8][CH2:7]1 |f:2.3,7.8|. Reported procedure: 5 ml acetonitrile, 2.3 ml (23 mmol) of 1-bromo-3-chloropropane and 1 ml (11.5 mmol) of morpholine were added successively into a reaction flask. The mixture was stirred for 1 h, and 0.5 ml of 5% NaOH solution was added. After stirring at room temperature for 12 h, 3 ml concentrated hydrochloric acid and 10 ml water were added into the mixture. The lower layer was discarded, and the upper layer was alkalified with 5% NaOH and extracted with ethyl acetate. The organic layer was washed with a satur... Reactants: CC(=O)O, C=CS(C)(=O)=O, COc1cc(C2CCNCC2)c(C)cc1NC(=O)C(F)(F)F, C1COCCO1. Yields the product COc1cc(C2CCN(CCS(C)(=O)=O)CC2)c(C)cc1NC(=O)C(F)(F)F. RXN SMILES: [C:1]([OH:2])(=[O:3])[CH3:4].[CH:27](=[CH2:28])[S:29](=[O:30])(=[O:31])[CH3:32].[F:5][C:6]([C:7](=[O:8])[NH:9][c:10]1[c:11]([O:23][CH3:24])[cH:12][c:13]([CH:17]2[CH2:18][CH2:19][NH:20][CH2:21][CH2:22]2)[c:14]([CH3:16])[cH:15]1)([F:25])[F:26].[O:33]1[CH2:34][CH2:35][O:36][CH2:37][CH2:38]1>>[F:5][C:6]([C:7](=[O:8])[NH:9][c:10]1[c:11]([O:23][CH3:24])[cH:12][c:13]([CH:17]2[CH2:18][CH2:19][N:20]([CH2:28][CH2:27][S:29](=[O:30])(=[O:31])[CH3:32])[CH2:21][CH2:22]2)[c:14]([CH3:16])[cH:15]1)([F:25])[F:26]. Reactants: CN(C)C=O, COC(=O)c1cnc(Cl)cn1, OC1CCN(c2ccc(C(F)(F)F)cc2)CC1, [H-], [Na+]. Yields the product COC(=O)c1cnc(OC2CCN(c3ccc(C(F)(F)F)cc3)CC2)cn1. Reaction SMILES: [CH3:31][N:32]([CH3:33])[CH:34]=[O:35].[Cl:20][c:21]1[n:22][cH:23][c:24]([C:27](=[O:28])[O:29][CH3:30])[n:25][cH:26]1.[F:1][C:2]([c:3]1[cH:4][cH:5][c:6]([N:9]2[CH2:10][CH2:11][CH:12]([OH:15])[CH2:13][CH2:14]2)[cH:7][cH:8]1)([F:16])[F:17].[H-:18].[Na+:19]>>[F:1][C:2]([c:3]1[cH:4][cH:5][c:6]([N:9]2[CH2:10][CH2:11][CH:12]([O:15][c:21]3[n:22][cH:23][c:24]([C:27](=[O:28])[O:29][CH3:30])[n:25][cH:26]3)[CH2:13][CH2:14]2)[cH:7][cH:8]1)([F:16])[F:17].